Dataset: the Open Reaction Database (ORD), a public repository of structured organic reaction records. Task: describe an organic reaction: reactants, conditions, products, and yield Starting materials: C(C)C(C(=O)O)(CC(=O)O)CC (2,2-diethylsuccinic acid), C(C)(=O)Cl (acetyl chloride), C1(CCCCC1)C=1N=C(SC1)/C=C/C=1C=C(C=CC1)N ((E)-3-[2-[4-(cyclohexyl)-2-thiazolyl]-ethenyl]benzeneamine), C(C)(=O)[O-].[Na+] (sodium acetate). Solvent: COCCOC (1,2-dimethoxyethane). Reaction conditions: time 20 minute. Yields the product C1(CCCCC1)C=1N=C(SC1)/C=C/C=1C=C(C=CC1)NC(CC(C(=O)O)(CC)CC)=O ((E)-4-[[3-[2-(4-cyclohexyl-2-thiazolyl)-ethenyl]phenyl]amino]-2,2-diethyl-4-oxobutanoic acid). The yield is 30.1%. RXN SMILES: [CH2:1]([C:3]([CH2:11][CH3:12])([CH2:7][C:8]([OH:10])=O)[C:4]([OH:6])=[O:5])[CH3:2].C(Cl)(=O)C.[CH:17]1([C:23]2[N:24]=[C:25](/[CH:28]=[CH:29]/[C:30]3[CH:31]=[C:32]([NH2:36])[CH:33]=[CH:34][CH:35]=3)[S:26][CH:27]=2)[CH2:22][CH2:21][CH2:20][CH2:19][CH2:18]1.C([O-])(=O)C.[Na+]>COCCOC>[CH:17]1([C:23]2[N:24]=[C:25](/[CH:28]=[CH:29]/[C:30]3[CH:31]=[C:32]([NH:36][C:8](=[O:10])[CH2:7][C:3]([CH2:1][CH3:2])([CH2:11][CH3:12])[C:4]([OH:6])=[O:5])[CH:33]=[CH:34][CH:35]=3)[S:26][CH:27]=2)[CH2:22][CH2:21][CH2:20][CH2:19][CH2:18]1 |f:3.4|. Reported procedure: A mixture of 9.26 g (53 mmol) of 2,2-diethylsuccinic acid and 30 ml of acetyl chloride was heated under reflux for 1.5 hr, cooled, and concentrated in vacuo. The residue was reconcentrated twice with toluene and then dissolved in 150 ml of 1,2-dimethoxyethane. To this solution was added 7.56 g (26.4 mmol) of the (E)-3-[2-[4-(cyclohexyl)-2-thiazolyl]-ethenyl]benzeneamine and 10.9 g of sodium acetate dissolved in 150 ml of 1,2-dimethoxyethane. This reaction mixture was heated on the steam bath for... Reactants: O=C1N(N=C2N1C1=C(C(OC2)C2=C(C=CC=C2)Cl)C=C(C=C1)Cl)C (1-oxo-2-methyl-6-(2-chlorophenyl )-8-chloro-1,2-dihydro-4H,6H-(1,2,4)triazolo[4,3-a][4,1]benzoxazepine), C(Cl)(Cl)Cl (chloroform), C(OCC)(=O)Cl (ethyl chlorocarbonate). Run in C(C)N(CC)CC (triethylamine). Run at time 20 minute. Yields the product O=C1N(N=C2N1C1=C(C(OC2)C2=C(C=CC=C2)Cl)C=C(C=C1)Cl)CCN(C)C (1-oxo-2-[2-(N,N-dimethylamino)ethyl]-6-(2-chlorophenyl)-8-chloro -1,2-dihydro-4H,6H-(1,2,4)triazolo[4,3-a][4,1]benzoxazepine). Reaction SMILES: [O:1]=[C:2]1[N:6]2[C:7]3[CH:22]=[CH:21][C:20]([Cl:23])=[CH:19][C:8]=3[CH:9]([C:12]3[CH:17]=[CH:16][CH:15]=[CH:14][C:13]=3[Cl:18])[O:10][CH2:11][C:5]2=[N:4][N:3]1[CH3:24].C(Cl)(Cl)Cl.C(Cl)(=O)OCC>C(N(CC)CC)C>[O:1]=[C:2]1[N:6]2[C:7]3[CH:22]=[CH:21][C:20]([Cl:23])=[CH:19][C:8]=3[CH:9]([C:12]3[CH:17]=[CH:16][CH:15]=[CH:14][C:13]=3[Cl:18])[O:10][CH2:11][C:5]2=[N:4][N:3]1[CH2:24][CH2:5][N:6]([CH3:7])[CH3:2]. Reported procedure: Compound 33 is mixed with chloroform (20 ml), triethylamine (0.708 g), and ethyl chlorocarbonate (0.76 g), and the mixture is stirred at room temperature for 20 minutes, then refluxed under heating for 3.5 hours, and washed with water. The chloroform layer is dried and concentrated to give crystalline Compound 34 (2.15 g), which is recrystallized from ethanol. The reactants are C(C)OC(=O)CCCOC1=C(C=O)C(=CC=C1)OC1=NC(=CC(=N1)OC)OC (2-(3-ethoxycarbonyl-propoxy)-6-(4,6-dimethoxy-pyrimidin-2-yl-oxy)-benzaldehyde), Cl.ClC1=CC=C(C=C1)NN (4-chloro-phenylhydrazine-hydrochloride), C(C)(=O)[O-].[Na+] (sodium acetate). Solvent: C(Cl)Cl (methylene chloride). The yield is 67.3%. Reaction SMILES: [CH2:1]([O:3][C:4]([CH2:6][CH2:7][CH2:8][O:9][C:10]1[CH:17]=[CH:16][CH:15]=[C:14]([O:18][C:19]2[N:24]=[C:23]([O:25][CH3:26])[CH:22]=[C:21]([O:27][CH3:28])[N:20]=2)[C:11]=1[CH:12]=O)=[O:5])[CH3:2].Cl.[Cl:30][C:31]1[CH:36]=[CH:35][C:34]([NH:37][NH2:38])=[CH:33][CH:32]=1.C([O-])(=O)C.[Na+]>C(Cl)Cl>[Cl:30][C:31]1[CH:36]=[CH:35][C:34]([NH:37][N:38]=[CH:12][C:11]2[C:14]([O:18][C:19]3[N:24]=[C:23]([O:25][CH3:26])[CH:22]=[C:21]([O:27][CH3:28])[N:20]=3)=[CH:15][CH:16]=[CH:17][C:10]=2[O:9][CH2:8][CH2:7][CH2:6][C:4]([O:3][CH2:1][CH3:2])=[O:5])=[CH:33][CH:32]=1 |f:1.2,3.4|. Yields the product ClC1=CC=C(C=C1)NN=CC1=C(C=CC=C1OC1=NC(=CC(=N1)OC)OC)OCCCC(=O)OCC (2-(3-ethoxycarbonyl-propoxy)-6-(4,6-dimethoxy-pyrimidin-2-yl-oxy)-benzaldehyde-4-chloro-phenylhydrazone). Run at temperature 20 celsius, time 15 hour. Reported procedure: A mixture of 2.93 g (7.5 mmol) of 2-(3-ethoxycarbonyl-propoxy)-6-(4,6-dimethoxy-pyrimidin-2-yl-oxy)-benzaldehyde (cf. Example 1), 1.5 g (8.3 mmol) of 4-chloro-phenylhydrazine-hydrochloride, 0.76 g(9.3 mmol) of sodium acetate and 150 ml of methylene chloride is stirred at 20° C. for 15 hours, then washed with saturated disodium hydrogen phosphate solution, dried with sodium sulphate and filtered. The filtrate is concentrated, the residue is stirred with methanol and the crystalline product is iso... The reactants are C1(=CC=CC=C1)C=1SC2=C(N1)CCCC2C(=O)OC (methyl 2-phenyl-4,5,6,7-tetrahydrobenzo[d]thiazole-7-carboxylate), O[Li].O (LiOH.H2O). The solvent is C1CCOC1.CO.O (THF MeOH H2O). Conditions: time 45 minute. Yields the product C1(=CC=CC=C1)C=1SC2=C(N1)CCCC2C(=O)O (2-phenyl-4,5,6,7-tetrahydrobenzo[d]thiazole-7-carboxylic acid). As a reaction SMILES: [C:1]1([C:7]2[S:8][C:9]3[CH:15]([C:16]([O:18]C)=[O:17])[CH2:14][CH2:13][CH2:12][C:10]=3[N:11]=2)[CH:6]=[CH:5][CH:4]=[CH:3][CH:2]=1.O[Li].O>C1COCC1.CO.O>[C:1]1([C:7]2[S:8][C:9]3[CH:15]([C:16]([OH:18])=[O:17])[CH2:14][CH2:13][CH2:12][C:10]=3[N:11]=2)[CH:2]=[CH:3][CH:4]=[CH:5][CH:6]=1 |f:1.2,3.4.5|. Reported procedure: A mixture of methyl 2-phenyl-4,5,6,7-tetrahydrobenzo[d]thiazole-7-carboxylate (12.0 mg, 0.044 mmol) and LiOH.H2O (2.7 mg, 0.065 mmol) in THF/MeOH/H2O (1 mL, 3:1:1) was stirred at RT for 45 min. The mixture was acidified to pH=3 and extracted with DCM. The comb. org. layers were dried over MgSO4, and conc. in vacuo. The reactants are CC(C)(C)N=C=O, C1CCOC1, COc1ccc2c(c1)C(=CCN)C(C)(C)CC2, O. Yields the product COc1ccc2c(c1)C(=CCNC(=O)NC(C)(C)C)C(C)(C)CC2. Reaction SMILES: [C:18]([CH3:19])([CH3:20])([CH3:21])[N:22]=[C:23]=[O:24].[CH2:26]1[O:27][CH2:28][CH2:29][CH2:30]1.[NH2:1][CH2:2][CH:3]=[C:4]1[C:5]([CH3:16])([CH3:17])[CH2:6][CH2:7][c:8]2[cH:9][cH:10][c:11]([O:14][CH3:15])[cH:12][c:13]21.[OH2:25]>>[NH:1]([CH2:2][CH:3]=[C:4]1[C:5]([CH3:16])([CH3:17])[CH2:6][CH2:7][c:8]2[cH:9][cH:10][c:11]([O:14][CH3:15])[cH:12][c:13]21)[C:23]([NH:22][C:18]([CH3:19])([CH3:20])[CH3:21])=[O:24].